Dataset: the Open Reaction Database (ORD), a public repository of structured organic reaction records. Task: describe an organic reaction: reactants, conditions, products, and yield Reactants: CCOC(C)=O, CN1C(=O)N(c2c(Cl)cccc2Cl)Cc2cnc(S(C)(=O)=O)nc21, Cl, Nc1ccc(F)cc1. Product: CN1C(=O)N(c2c(Cl)cccc2Cl)Cc2cnc(Nc3ccc(F)cc3)nc21. Reaction SMILES: [CH3:34][CH2:35][O:36][C:37](=[O:38])[CH3:39].[Cl:1][c:2]1[c:3]([N:9]2[C:10](=[O:24])[N:11]([CH3:23])[c:12]3[n:13][c:14]([S:19]([CH3:20])(=[O:21])=[O:22])[n:15][cH:16][c:17]3[CH2:18]2)[c:4]([Cl:8])[cH:5][cH:6][cH:7]1.[ClH:33].[NH2:25][c:26]1[cH:27][cH:28][c:29]([F:30])[cH:31][cH:32]1>>[Cl:1][c:2]1[c:3]([N:9]2[C:10](=[O:24])[N:11]([CH3:23])[c:12]3[n:13][c:14]([NH:25][c:26]4[cH:27][cH:28][c:29]([F:30])[cH:31][cH:32]4)[n:15][cH:16][c:17]3[CH2:18]2)[c:4]([Cl:8])[cH:5][cH:6][cH:7]1. The reactants are CC(C)N(NC(=O)c1ccccc1)C(=O)CSc1ccccc1Br, O=C([O-])[O-], COCCOC, [Na+], [Na+], OB(O)c1ccc(F)cc1. The product is CC(C)N(NC(=O)c1ccccc1)C(=O)CSc1ccccc1-c1ccc(F)cc1. Reaction SMILES: [Br:1][c:2]1[c:3]([S:8][CH2:9][C:10](=[O:11])[N:12]([NH:13][C:14]([c:15]2[cH:16][cH:17][cH:18][cH:19][cH:20]2)=[O:21])[CH:22]([CH3:23])[CH3:24])[cH:4][cH:5][cH:6][cH:7]1.[C:25](=[O:26])([O-:27])[O-:28].[CH3:41][O:42][CH2:43][CH2:44][O:45][CH3:46].[Na+:29].[Na+:30].[OH:31][B:32]([OH:33])[c:34]1[cH:35][cH:36][c:37]([F:38])[cH:39][cH:40]1>>[c:2]1(-[c:34]2[cH:35][cH:36][c:37]([F:38])[cH:39][cH:40]2)[c:3]([S:8][CH2:9][C:10](=[O:11])[N:12]([NH:13][C:14]([c:15]2[cH:16][cH:17][cH:18][cH:19][cH:20]2)=[O:21])[CH:22]([CH3:23])[CH3:24])[cH:4][cH:5][cH:6][cH:7]1. Starting materials: CC(Br)c1ccc(S(C)(=O)=O)cc1, COC(=O)Cc1c(C)[nH]c2ncccc12, [I-], [Na+], CN(C)C=O, O. Yields the product COC(=O)Cc1c(C)n(C(C)c2ccc(S(C)(=O)=O)cc2)c2ncccc12. As a reaction SMILES: [Br:16][CH:17]([CH3:18])[c:19]1[cH:20][cH:21][c:22]([S:25](=[O:26])(=[O:27])[CH3:28])[cH:23][cH:24]1.[CH3:1][O:2][C:3]([CH2:4][c:5]1[c:6]([CH3:14])[nH:7][c:8]2[n:9][cH:10][cH:11][cH:12][c:13]12)=[O:15].[I-:30].[Na+:29].[O:31]=[CH:32][N:33]([CH3:34])[CH3:35].[OH2:36]>>[CH3:1][O:2][C:3]([CH2:4][c:5]1[c:6]([CH3:14])[n:7]([CH:17]([CH3:18])[c:19]2[cH:20][cH:21][c:22]([S:25](=[O:26])(=[O:27])[CH3:28])[cH:23][cH:24]2)[c:8]2[n:9][cH:10][cH:11][cH:12][c:13]12)=[O:15].